From a dataset of the Open Reaction Database (ORD), a public repository of structured organic reaction records. describe an organic reaction: reactants, conditions, products, and yield Reactants: O=C([O-])[O-], O=C(Cl)c1ccccc1, CC(=O)OC(C)C, COC(=O)c1cc(O)cc(O)c1, CN(C)C=O, [K+], [K+], O. Yields the product COC(=O)c1cc(O)cc(OC(=O)c2ccccc2)c1. Reaction SMILES: [C:13](=[O:14])([O-:15])[O-:16].[C:19]([c:20]1[cH:21][cH:22][cH:23][cH:24][cH:25]1)(=[O:26])[Cl:27].[C:28]([O:29][CH:30]([CH3:31])[CH3:32])(=[O:33])[CH3:34].[CH3:1][O:2][C:3]([c:4]1[cH:5][c:6]([OH:11])[cH:7][c:8]([OH:10])[cH:9]1)=[O:12].[CH3:36][N:37]([CH3:38])[CH:39]=[O:40].[K+:17].[K+:18].[OH2:35]>>[CH3:1][O:2][C:3]([c:4]1[cH:5][c:6]([OH:11])[cH:7][c:8]([O:10][C:19]([c:20]2[cH:21][cH:22][cH:23][cH:24][cH:25]2)=[O:26])[cH:9]1)=[O:12]. RXN SMILES: [CH2:20]1[O:21][CH2:22][CH2:23][CH2:24]1.[Cl:10][C:11]([O:12][CH2:13][CH3:14])=[O:15].[Cl:1][c:2]1[s:3][cH:4][c:5]([C:7](=[O:8])[OH:9])[n:6]1.[N-:16]=[N+:17]=[N-:18].[Na+:19].[OH2:25]>>[Cl:1][c:2]1[s:3][cH:4][c:5]([C:7](=[O:9])[N:16]=[N+:17]=[N-:18])[n:6]1. Reactants: C1CCOC1, CCOC(=O)Cl, O=C(O)c1csc(Cl)n1, [N-]=[N+]=[N-], [Na+], O. Yields the product [N-]=[N+]=NC(=O)c1csc(Cl)n1. Starting materials: C(C)OC(=O)C=1C=C2C(=NC=NC2=CC1OCC1=CC(=CC=C1)S(=O)(=NC(=O)OCC)C)NC=1SC=CN1 (ethyl-7-({(RS)-3-[N-(ethoxycarbonyl)-S-methyl-sulphonimidoyl]-benzyl}oxy)-4-(thiazol-2-ylamino)quinazoline-6-carboxylate), [O-]CC.[Na+] (sodium ethoxide). Product: CS(=O)(=N)C=1C=C(COC2=C(C=C3C(=NC=NC3=C2)NC=2SC=CN2)C(=O)OCC)C=CC1 (Ethyl 7-{[(RS)-3-(S-methylsulphonimidoyl)benzyl]oxy}-4-(thiazol-2-ylamino)-quinazoline-6-carboxylate). Yield: 42.0%. RXN SMILES: [CH2:1]([O:3][C:4]([C:6]1[CH:7]=[C:8]2[C:13](=[CH:14][C:15]=1[O:16][CH2:17][C:18]1[CH:23]=[CH:22][CH:21]=[C:20]([S:24]([CH3:32])(=[N:26]C(OCC)=O)=[O:25])[CH:19]=1)[N:12]=[CH:11][N:10]=[C:9]2[NH:33][C:34]1[S:35][CH:36]=[CH:37][N:38]=1)=[O:5])[CH3:2].[O-]CC.[Na+]>>[CH3:32][S:24]([C:20]1[CH:19]=[C:18]([CH:23]=[CH:22][CH:21]=1)[CH2:17][O:16][C:15]1[CH:14]=[C:13]2[C:8]([C:9]([NH:33][C:34]3[S:35][CH:36]=[CH:37][N:38]=3)=[N:10][CH:11]=[N:12]2)=[CH:7][C:6]=1[C:4]([O:3][CH2:1][CH3:2])=[O:5])(=[NH:26])=[O:25] |f:1.2|. Reported procedure: According to GWP 6, ethyl-7-({(RS)-3-[N-(ethoxycarbonyl)-S-methyl-sulphonimidoyl]-benzyl}oxy)-4-(thiazol-2-ylamino)quinazoline-6-carboxylate (175 mg, 0.182 mmol) is reacted at 80° C. for 2 hours with sodium ethoxide (55 mg, 0.8 mmol). After cooling, the reaction mixture is concentrated to dryness. The residue is taken up in ethyl acetate and water. The organic phase is separated off, dried over sodium sulphate and subsequently concentrated. The desired product is obtained after chromatographic p...